This data is from the Open Reaction Database (ORD), a public repository of structured organic reaction records. The task is: describe an organic reaction: reactants, conditions, products, and yield Reactants: ClC=1C=CC2=C(N=C(O2)SC)C1 (5-Chloro-2-(methylthio)-benzoxazole), C1(=CC=C(C=C1)S(=O)(=O)OC)C (methyl p-toluenesulfonate). Run in CC(=O)C (acetone). Reaction conditions: temperature 60 celsius, time 8 hour. Yields the product C1(=CC=C(C=C1)S(=O)(=O)[O-])C.ClC=1C=CC2=C([N+](=C(O2)SC)C)C1 (5-Chloro-3-methyl-2-(methylthio)benzoxazolium p-toluenesulfonate). Reaction SMILES: [Cl:1][C:2]1[CH:3]=[CH:4][C:5]2[O:9][C:8]([S:10][CH3:11])=[N:7][C:6]=2[CH:12]=1.[C:13]1([CH3:24])[CH:18]=[CH:17][C:16]([S:19]([O:22]C)(=[O:21])=[O:20])=[CH:15][CH:14]=1>CC(C)=O>[C:13]1([CH3:24])[CH:14]=[CH:15][C:16]([S:19]([O-:22])(=[O:20])=[O:21])=[CH:17][CH:18]=1.[Cl:1][C:2]1[CH:3]=[CH:4][C:5]2[O:9][C:8]([S:10][CH3:11])=[N+:7]([CH3:13])[C:6]=2[CH:12]=1 |f:3.4|. Procedure: 5-Chloro-2-(methylthio)-benzoxazole (Int-I) (19.9 g, 01 mol) and 18.7 g methyl p-toluenesulfonate were heated to 140°-150° C. for 2.5 hrs. Upon cooling to 60° C., acetone was added to cover and slurry. The product was collected by filtration, crushed, and slurried overnight in acetone. Filtration and drying yielded 21.37 g (56%), mp 145°-164° C. Reactants: BrC1=CC=C(C=C1)C(COS(=O)(=O)C1=CC=C(C=C1)C)(C)C#N (toluene-4-sulfonic acid 2-(4-bromo-phenyl)-2-cyano-2-methyl-ethyl ester), [H-].[Al+3].[Li+].[H-].[H-].[H-] (lithium aluminum hydride). Run in O1CCCC1 (tetrahydrofuran). Run at time 30 minute. Product: BrC1=CC=C(C=C1)C1(CNC1)C (3-(4-bromo-phenyl)-3-methyl-azetidine). The yield is 69.7%. RXN SMILES: [Br:1][C:2]1[CH:7]=[CH:6][C:5]([C:8]([C:22]#[N:23])([CH3:21])[CH2:9]OS(C2C=CC(C)=CC=2)(=O)=O)=[CH:4][CH:3]=1.[H-].[Al+3].[Li+].[H-].[H-].[H-]>O1CCCC1>[Br:1][C:2]1[CH:3]=[CH:4][C:5]([C:8]2([CH3:9])[CH2:21][NH:23][CH2:22]2)=[CH:6][CH:7]=1 |f:1.2.3.4.5.6|. Reported procedure: To a stirred solution of toluene-4-sulfonic acid 2-(4-bromo-phenyl)-2-cyano-2-methyl-ethyl ester (10 g, 25.38 mmol) in dry tetrahydrofuran (100 mL) was added 1M lithium aluminum hydride (25.3 mL diluted with 25.3 mL of dry tetrahydrofuran) via syringe pump at −10° C. for 1 h and stirring was continued for 30 min at 10° C. The reaction mixture was quenched with water (1 mL), diluted with tetrahydrofuran (3 mL) followed by a 15% aqueous sodium hydroxide solution (1 mL) and water (3 mL), and filter...